This data is from the Open Reaction Database (ORD), a public repository of structured organic reaction records. The task is: describe an organic reaction: reactants, conditions, products, and yield Reaction SMILES: [F:1][C:2]1[CH:7]=[CH:6][C:5]([CH:8]([C:20]2[CH:25]=[CH:24][C:23]([F:26])=[CH:22][CH:21]=2)[N:9]2[CH2:14][CH2:13][CH:12]([CH2:15][CH2:16][CH2:17][CH2:18]O)[CH2:11][CH2:10]2)=[CH:4][CH:3]=1.C1(P(C2C=CC=CC=2)C2C=CC=CC=2)C=CC=CC=1.[C:46]1(=[O:56])[NH:50][C:49](=[O:51])[C:48]2=[CH:52][CH:53]=[CH:54][CH:55]=[C:47]12.C(OC(N=NC(OCC)=O)=O)C>C1COCC1>[F:26][C:23]1[CH:24]=[CH:25][C:20]([CH:8]([C:5]2[CH:4]=[CH:3][C:2]([F:1])=[CH:7][CH:6]=2)[N:9]2[CH2:14][CH2:13][CH:12]([CH2:15][CH2:16][CH2:17][CH2:18][N:50]3[C:46](=[O:56])[C:47]4[C:48](=[CH:52][CH:53]=[CH:54][CH:55]=4)[C:49]3=[O:51])[CH2:11][CH2:10]2)=[CH:21][CH:22]=1. Run in C1CCOC1 (THF). Starting materials: FC1=CC=C(C=C1)C(N1CCC(CC1)CCCCO)C1=CC=C(C=C1)F (4-{1-[bis(4-fluorophenyl)-methyl]-piperidin-4-yl}-butan-1-ol), C(C)OC(=O)N=NC(=O)OCC (azodicarboxylic acid diethyl ester), C1(=CC=CC=C1)P(C1=CC=CC=C1)C1=CC=CC=C1 (triphenylphosphine), C1(C=2C(C(N1)=O)=CC=CC2)=O (phthalimide). Reported procedure: 23.1 g (62.5 mmol) 4-{1-[bis(4-fluorophenyl)-methyl]-piperidin-4-yl}-butan-1-ol, 16.4 g (62.5 mmol) triphenylphosphine and 9.2 g (62.5 mmol) phthalimide are suspended in THF and 10.9 g (62.5 mmol) azodicarboxylic acid diethyl ester is added dropwise under a protective atmosphere and light cooling (ca. 15-25° C.). The mixture is stirred for three hours at RT and subsequently the solvent is removed under vacuum. The residue is chromatographically purified over silica gel with CH2Cl2/CH3OH (99.5/0.... Reaction conditions: temperature 20 celsius, time 3 hour. The product is FC1=CC=C(C=C1)C(N1CCC(CC1)CCCCN1C(C2=CC=CC=C2C1=O)=O)C1=CC=C(C=C1)F (2-(4-{1-[bis(4-Fluorophenyl)-methyl]-piperidin-4-yl}-butyl)-isoindol-1,3-dione). Reactants: C(=O)(OC(C)(C)C)N(C1CCC(CC1)N(C(=O)C1=C(C2=C(S1)C(=CC=C2F)F)Cl)CC=2C=C(C=CC2OC)B(O)O)C (3-{[[4-(BOC-methyl-amino)-cyclohexyl]-(3-chloro-4,7-difluoro-benzo[b]thiophene-2-carbonyl)-amino]-methyl}-4-methoxy-benzene boronic acid), BrC1=CC(=NC=C1)NC(OC(C)(C)C)=O (tert-Butyl (4-bromo-pyridin-2-yl)-carbamate). Yields the product C(=O)(OC(C)(C)C)N(C1CCC(CC1)N(C(=O)C1=C(C2=C(S1)C(=CC=C2F)F)Cl)CC=2C=C(C=CC2OC)C2=CC(=NC=C2)NC(OC(C)(C)C)=O)C (tert-Butyl [4-(3-{[[4-(BOC-methyl-amino)-cyclohexyl]-(3-chloro-4,7-difluoro-benzo[b]thiophene-2-carbonyl)-amino]-methyl}-4-methoxy-phenyl)-pyridin-2-yl]-carbamate). RXN SMILES: [C:1]([N:8]([CH3:42])[CH:9]1[CH2:14][CH2:13][CH:12]([N:15]([CH2:30][C:31]2[CH:32]=[C:33](B(O)O)[CH:34]=[CH:35][C:36]=2[O:37][CH3:38])[C:16]([C:18]2[S:22][C:21]3[C:23]([F:28])=[CH:24][CH:25]=[C:26]([F:27])[C:20]=3[C:19]=2[Cl:29])=[O:17])[CH2:11][CH2:10]1)([O:3][C:4]([CH3:7])([CH3:6])[CH3:5])=[O:2].Br[C:44]1[CH:49]=[CH:48][N:47]=[C:46]([NH:50][C:51](=[O:57])[O:52][C:53]([CH3:56])([CH3:55])[CH3:54])[CH:45]=1>>[C:1]([N:8]([CH3:42])[CH:9]1[CH2:14][CH2:13][CH:12]([N:15]([CH2:30][C:31]2[CH:32]=[C:33]([C:44]3[CH:49]=[CH:48][N:47]=[C:46]([NH:50][C:51](=[O:57])[O:52][C:53]([CH3:55])([CH3:54])[CH3:56])[CH:45]=3)[CH:34]=[CH:35][C:36]=2[O:37][CH3:38])[C:16]([C:18]2[S:22][C:21]3[C:23]([F:28])=[CH:24][CH:25]=[C:26]([F:27])[C:20]=3[C:19]=2[Cl:29])=[O:17])[CH2:11][CH2:10]1)([O:3][C:4]([CH3:7])([CH3:6])[CH3:5])=[O:2]. Reported procedure: Boronic acid 9 (686 mg, 1.10 mmol) is coupled to pyridyl bromide 155 (300 mg, 1.10 mmol) using Method A to give the title compound. The reactants are NC1=CC(=C(C=C1)CN1C[C@@H](N(CC1)C(=O)OC(C)(C)C)C)F (1,1-dimethylethyl (2S)-4-[(4-amino-2-fluorophenyl)methyl]-2-methyl-1-piperazinecarboxylate), C[C@@H]1N(CCN(C1)CC1=CC=C(C=C1)NC)C(=O)OC(C)(C)C (1,1-Dimethylethyl (2S)-2-methyl-4-{[4-(methylamino)phenyl]methyl}-1-piperazinecarboxylate), [BH4-].[Na+] (sodium borohydride). The solvent is 3A. Conditions: temperature 50 celsius. Product: FC1=C(C=CC(=C1)NC)CN1C[C@@H](N(CC1)C(=O)OC(C)(C)C)C (1,1-Dimethylethyl (2S)-4-{[2-fluoro-4-(methylamino)phenyl]methyl}-2-methyl-1-piperazinecarboxylate). As a reaction SMILES: [NH2:1][C:2]1[CH:7]=[CH:6][C:5]([CH2:8][N:9]2[CH2:14][CH2:13][N:12]([C:15]([O:17][C:18]([CH3:21])([CH3:20])[CH3:19])=[O:16])[C@@H:11]([CH3:22])[CH2:10]2)=[C:4]([F:23])[CH:3]=1.[CH3:24][C@H]1CN(CC2C=CC(NC)=CC=2)CCN1C(OC(C)(C)C)=O.[BH4-].[Na+]>>[F:23][C:4]1[CH:3]=[C:2]([NH:1][CH3:24])[CH:7]=[CH:6][C:5]=1[CH2:8][N:9]1[CH2:14][CH2:13][N:12]([C:15]([O:17][C:18]([CH3:19])([CH3:21])[CH3:20])=[O:16])[C@@H:11]([CH3:22])[CH2:10]1 |f:2.3|. Reported procedure: The title compound was prepared from 1,1-dimethylethyl (2S)-4-[(4-amino-2-fluorophenyl)methyl]-2-methyl-1-piperazinecarboxylate (D66) using a method similar to that described for D3 in Description 3A although the reaction was heated at 50° C. overnight prior to addition of sodium borohydride and for 24 h after addition. δH (CDCl3, 400 MHz) 7.11 (1H, t), 6.35 (1H, dd), 6.27 (1H, dd), 4.17 (1H, br.s), 3.78 (2H, m), 3.44 (2H, m), 3.07 (1H, td), 2.82 (3H, s), 2.75 (1H, m), 2.59 (1H, m), 2.14 (1H, dd... Reactants: CCC(O)c1ccc(OCc2ccccc2)cc1Oc1ccnc2cc(OC)c(OC)cc12, CN(C)C, CS(C)=O, O, O=S(=O)=O. Yields the product CCC(=O)c1ccc(OCc2ccccc2)cc1Oc1ccnc2cc(OC)c(OC)cc12. Reaction SMILES: [CH2:1]([c:2]1[cH:3][cH:4][cH:5][cH:6][cH:7]1)[O:8][c:9]1[cH:10][c:11]([O:19][c:20]2[cH:21][cH:22][n:23][c:24]3[cH:25][c:26]([O:32][CH3:33])[c:27]([O:30][CH3:31])[cH:28][c:29]23)[c:12]([CH:15]([CH2:16][CH3:17])[OH:18])[cH:13][cH:14]1.[CH3:34][N:35]([CH3:36])[CH3:37].[CH3:43][S:44]([CH3:45])=[O:46].[OH2:42].[S:38](=[O:39])(=[O:40])=[O:41]>>[CH2:1]([c:2]1[cH:3][cH:4][cH:5][cH:6][cH:7]1)[O:8][c:9]1[cH:10][c:11]([O:19][c:20]2[cH:21][cH:22][n:23][c:24]3[cH:25][c:26]([O:32][CH3:33])[c:27]([O:30][CH3:31])[cH:28][c:29]23)[c:12]([C:15]([CH2:16][CH3:17])=[O:18])[cH:13][cH:14]1. Reactants: N([C@H](C)C(=O)NCC(=O)N[C@@H](CC1=CC=CC=C1)C(=O)OCC)C(=O)OCC1=CC=CC=C1 (Z-(D)-Ala-Gly-Phe-OEt), O.NN (hydrazine hydrate), C(C)OCC (diethyl ether). Run in CO (MeOH). Run at time 2 day. Yields the product N([C@H](C)C(=O)NCC(=O)N[C@@H](CC1=CC=CC=C1)C(=O)NN)C(=O)OCC1=CC=CC=C1 (Z-(D)-Ala-Gly-Phe-NHNH2). As a reaction SMILES: [NH:1]([C:24]([O:26][CH2:27][C:28]1[CH:33]=[CH:32][CH:31]=[CH:30][CH:29]=1)=[O:25])[C@@H:2]([C:4]([NH:6][CH2:7][C:8]([NH:10][C@H:11]([C:19]([O:21]CC)=O)[CH2:12][C:13]1[CH:18]=[CH:17][CH:16]=[CH:15][CH:14]=1)=[O:9])=[O:5])[CH3:3].O.[NH2:35][NH2:36].C(OCC)C>CO>[NH:1]([C:24]([O:26][CH2:27][C:28]1[CH:33]=[CH:32][CH:31]=[CH:30][CH:29]=1)=[O:25])[C@@H:2]([C:4]([NH:6][CH2:7][C:8]([NH:10][C@H:11]([C:19]([NH:35][NH2:36])=[O:21])[CH2:12][C:13]1[CH:14]=[CH:15][CH:16]=[CH:17][CH:18]=1)=[O:9])=[O:5])[CH3:3] |f:1.2|. Reported procedure: In 50 ml of MeOH is dissolved 3.3 g of Z-(D)-Ala-Gly-Phe-OEt and after 1 mlof hydrazine hydrate is added, the solution is allowed to stand at room temperature for 2 days. It is then treated with diethyl ether, collected by filtration and recrystallized from ethanol. 3.0 g (94%); m.p. 196°-197° C; Rf1 =0.34; [α]D27 +2.4°(c=0.37, DMF). Starting materials: O=C1CCC(=O)N1Br, O=C(OOC(=O)c1ccccc1)c1ccccc1, N#CN1c2ccccc2CCc2ccccc21, Clc1ccccc1, O. The product is N#CN1c2ccccc2CC(O)c2ccccc21. RXN SMILES: [Br:25][N:26]1[C:27](=[O:29])[CH2:30][CH2:31][C:32]1=[O:28].[C:33]([O:34][O:35][C:36](=[O:37])[c:38]1[cH:39][cH:40][cH:41][cH:42][cH:43]1)(=[O:44])[c:45]1[cH:46][cH:47][cH:48][cH:49][cH:50]1.[C:8](#[N:9])[N:10]1[c:11]2[c:12]([cH:21][cH:22][cH:23][cH:24]2)[CH2:13][CH2:14][c:15]2[c:16]1[cH:17][cH:18][cH:19][cH:20]2.[Cl:1][c:2]1[cH:3][cH:4][cH:5][cH:6][cH:7]1.[OH2:51]>>[C:8](#[N:9])[N:10]1[c:11]2[c:12]([cH:21][cH:22][cH:23][cH:24]2)[CH:13]([OH:28])[CH2:14][c:15]2[c:16]1[cH:17][cH:18][cH:19][cH:20]2. The reactants are [N+](=O)([O-])C1=CC=C2CCCC(C2=C1)=O (7-nitro-1-tetralone), CO (MeOH), [BH4-].[Na+] (NaBH4). Conditions: temperature 0 celsius. The product is [N+](=O)([O-])C1C(C2=CC=CC=C2CC1)=O (nitrotetralone), C1(CCCC2=CC=CC=C12)=O (1-tetralone). As a reaction SMILES: [N+:1]([C:4]1[CH:13]=[C:12]2[C:7]([CH2:8][CH2:9][CH2:10][C:11]2=[O:14])=[CH:6][CH:5]=1)([O-:3])=[O:2].[BH4-].[Na+].C[OH:18]>>[N+:1]([CH:4]1[CH2:5][CH2:6][C:7]2[C:12](=[CH:11][CH:10]=[CH:9][CH:8]=2)[C:13]1=[O:18])([O-:3])=[O:2].[C:11]1(=[O:14])[C:12]2[C:7](=[CH:6][CH:5]=[CH:4][CH:13]=2)[CH2:8][CH2:9][CH2:10]1 |f:1.2|. Procedure details: A suspension of 7-nitro-1-tetralone (10.14 g, 0.053 mol) in MeOH (600 ml) was cooled to 0° C. and treated with NaBH4 (4.25 g, 0.11 mol. 2.1 equiv.). A nitrotetralone can be obtained by nitration of a 1-tetralone, the desired product being separated from minor component byproducts. The reaction mixture became homogeneous almost immediately. After stirring at 0° C. for 30 min. 2N HCl (100 ml) was added and stirring was continued for an additional 30 min. The reaction mixture was concentrated under... Reactants: NC1CC1c1c(F)cccc1F, O=Cc1c(F)cccc1F, [N-]=C=S, N#Cc1ccc(N)nc1. Product: N#Cc1ccc(NC(=S)NC2CC2c2c(F)cccc2F)nc1. RXN SMILES: [F:11][c:12]1[c:13]([CH:19]2[CH:20]([NH2:22])[CH2:21]2)[c:14]([F:18])[cH:15][cH:16][cH:17]1.[F:1][c:2]1[cH:3][cH:4][cH:5][c:6]([F:7])[c:8]1[CH:9]=[O:10].[N-:23]=[C:24]=[S:25].[NH2:26][c:27]1[n:28][cH:29][c:30]([C:33]#[N:34])[cH:31][cH:32]1>>[F:11][c:12]1[c:13]([CH:19]2[CH:20]([NH:22][C:24]([NH:23][c:27]3[n:28][cH:29][c:30]([C:33]#[N:34])[cH:31][cH:32]3)=[S:25])[CH2:21]2)[c:14]([F:18])[cH:15][cH:16][cH:17]1.